Dataset: the Open Reaction Database (ORD), a public repository of structured organic reaction records. Task: describe an organic reaction: reactants, conditions, products, and yield Reactants: BrC1=C(C=C(C=C1)C1=NOC(C1)(C(F)(F)F)C1=CC(=CC(=C1)Cl)Cl)C (3-(4-bromo-3-methyl-phenyl)-5-(3,5-dichloro-phenyl)-5-trifluoromethyl-4,5-dihydro-isoxazole), CN(C=O)C (N,N-dimethylformamide). Procedure details: Zinc(II) cyanide (0.47 g) was added at ambient temperature to a solution of 3-(4-bromo-3-methyl-phenyl)-5-(3,5-dichloro-phenyl)-5-trifluoromethyl-4,5-dihydro-isoxazole (3.0 g) (Example I4) in N,N-dimethylformamide (80 ml). Under an atmosphere of argon, tetrakis(triphenylphosphine) palladium(0) (0.46 g) was added. The mixture was heated to 115° C. for 27 hours. The reaction mixture was cooled to ambient temperature, diluted with toluene, washed with aqueous ammonium hydroxide (1M), then with brin... As a reaction SMILES: Br[C:2]1[CH:7]=[CH:6][C:5]([C:8]2[CH2:12][C:11]([C:17]3[CH:22]=[C:21]([Cl:23])[CH:20]=[C:19]([Cl:24])[CH:18]=3)([C:13]([F:16])([F:15])[F:14])[O:10][N:9]=2)=[CH:4][C:3]=1[CH3:25].[CH3:26][N:27](C)C=O>C1(C)C=CC=CC=1.[C-]#N.[Zn+2].[C-]#N.[Pd].C1(P(C2C=CC=CC=2)C2C=CC=CC=2)C=CC=CC=1.C1(P(C2C=CC=CC=2)C2C=CC=CC=2)C=CC=CC=1.C1(P(C2C=CC=CC=2)C2C=CC=CC=2)C=CC=CC=1.C1(P(C2C=CC=CC=2)C2C=CC=CC=2)C=CC=CC=1>[Cl:24][C:19]1[CH:18]=[C:17]([C:11]2([C:13]([F:16])([F:15])[F:14])[O:10][N:9]=[C:8]([C:5]3[CH:6]=[CH:7][C:2]([C:26]#[N:27])=[C:3]([CH3:25])[CH:4]=3)[CH2:12]2)[CH:22]=[C:21]([Cl:23])[CH:20]=1 |f:3.4.5,6.7.8.9.10|. The product is ClC=1C=C(C=C(C1)Cl)C1(CC(=NO1)C1=CC(=C(C#N)C=C1)C)C(F)(F)F (4-[5-(3,5-dichloro-phenyl)-5-trifluoromethyl-4,5-dihydro-isoxazol-3-yl]-2-methyl-benzonitrile). Solvent: C1(=CC=CC=C1)C (toluene). Reaction conditions: temperature 115 celsius. The reagents and catalysts are [C-]#N.[Zn+2].[C-]#N (Zinc(II) cyanide), [Pd].C1(=CC=CC=C1)P(C1=CC=CC=C1)C1=CC=CC=C1.C1(=CC=CC=C1)P(C1=CC=CC=C1)C1=CC=CC=C1.C1(=CC=CC=C1)P(C1=CC=CC=C1)C1=CC=CC=C1.C1(=CC=CC=C1)P(C1=CC=CC=C1)C1=CC=CC=C1 (tetrakis(triphenylphosphine) palladium(0)). Starting materials: C(C)(C)C1=C(COC1=O)N1C(C2(CC1)CCN(CC2)C(=O)OC(C)(C)C)=O (tert-butyl 2-(4-isopropyl-5-oxo-2,5-dihydrofuran-3-yl)-1-oxo-2,8-diazaspiro[4.5]decane-8-carboxylate), FC(C(=O)O)(F)F (trifluoroacetic acid). Solvent: C(Cl)Cl (methylene chloride). Run at time 1 hour. Yields the product C(C)(C)C1=C(COC1=O)N1C(C2(CC1)CCNCC2)=O (2-(4-isopropyl-5-oxo-2,5-dihydrofuran-3-yl)-2,8-diazaspiro[4.5]decan-1-one), hydrogen chloride salt. Reaction SMILES: [CH:1]([C:4]1[C:8](=[O:9])[O:7][CH2:6][C:5]=1[N:10]1[CH2:14][CH2:13][C:12]2([CH2:19][CH2:18][N:17](C(OC(C)(C)C)=O)[CH2:16][CH2:15]2)[C:11]1=[O:27])([CH3:3])[CH3:2].FC(F)(F)C(O)=O>C(Cl)Cl>[CH:1]([C:4]1[C:8](=[O:9])[O:7][CH2:6][C:5]=1[N:10]1[CH2:14][CH2:13][C:12]2([CH2:19][CH2:18][NH:17][CH2:16][CH2:15]2)[C:11]1=[O:27])([CH3:3])[CH3:2]. Procedure details: To a solution of tert-butyl 2-(4-isopropyl-5-oxo-2,5-dihydrofuran-3-yl)-1-oxo-2,8-diazaspiro[4.5]decane-8-carboxylate (195 mg, 0.515 mmol) in methylene chloride was added trifluoroacetic acid at rt and the resulting solution was stirred at rt for 1 h. After removing the volatiles the residue was dissolved in methylene chloride and treated with hydrogen chloride (2 mL, 4 N in dioxane) and concentrated again to give 2-(4-isopropyl-5-oxo-2,5-dihydrofuran-3-yl)-2,8-diazaspiro[4.5]decan-1-one as hydr... Reactants: C(C)OC(=O)C1=CC=C(C=C1)NN (4-ethoxycarbonylphenylhydrazine), CN=C=S (methyl isothiocyanate). Run in C1=CC=CC=C1 (benzene). Yields the product C(C)OC(=O)C1=CC=C(C=C1)NNC(=S)NC (1-(4-ethoxycarbonylphenyl)-4-methylthiosemicarbazide). As a reaction SMILES: [CH2:1]([O:3][C:4]([C:6]1[CH:11]=[CH:10][C:9]([NH:12][NH2:13])=[CH:8][CH:7]=1)=[O:5])[CH3:2].[CH3:14][N:15]=[C:16]=[S:17]>C1C=CC=CC=1>[CH2:1]([O:3][C:4]([C:6]1[CH:11]=[CH:10][C:9]([NH:12][NH:13][C:16]([NH:15][CH3:14])=[S:17])=[CH:8][CH:7]=1)=[O:5])[CH3:2]. Procedure details: In 100 ml of benzene were dissolved 9.3 g of 4-ethoxycarbonylphenylhydrazine and 3.6 g of methyl isothiocyanate and then the solution was refluxed with stirring. After heat-refluxing for 5 hours, the reaction mixture thus formed was cooled and crystals thus formed were collected by filtration to provide 1-(4-ethoxycarbonylphenyl)-4-methylthiosemicarbazide as colorless crystals. The product, 1-(4-ethoxycarbonylphenyl)-4-methylthiosemicarbazide thus obtained could be used for the subsequent reacti... Reaction SMILES: [CH2:1]([NH2:8])[C:2]1[CH:7]=[CH:6][CH:5]=[CH:4][CH:3]=1.[F:9][C:10]1[CH:22]=[CH:21][C:20]([Br:23])=[CH:19][C:11]=1[CH2:12][O:13][CH2:14][C:15]#[C:16][CH2:17]Br>O1CCCC1>[CH2:1]([NH:8][CH2:17][C:16]#[C:15][CH2:14][O:13][CH2:12][C:11]1[CH:19]=[C:20]([Br:23])[CH:21]=[CH:22][C:10]=1[F:9])[C:2]1[CH:7]=[CH:6][CH:5]=[CH:4][CH:3]=1. Procedure details: A solution of benzylamine (0.98 ml, 8.93 mmol) was added to a solution of 4-(2-fluoro-5-bromobenzyloxy)but-2-ynyl bromide (300 mg, 0.893 mmol) in tetrahydrofuran (4.5 ml). The cloudy reaction mixture was stirred for about twenty hours, at which time no starting material remained, as determined by thin layer chromatography. The solvents were removed in vacuo. The residue was taken up in methylene chloride and washed with 1 M potassium carbonate. The aqueous phase was back extracted with methylene... Reactants: C(C1=CC=CC=C1)N (benzylamine), FC1=C(COCC#CCBr)C=C(C=C1)Br (4-(2-fluoro-5-bromobenzyloxy)but-2-ynyl bromide). Solvent: O1CCCC1 (tetrahydrofuran). Product: C(C1=CC=CC=C1)NCC#CCOCC1=C(C=CC(=C1)Br)F (N-benzyl-4-(2-fluoro-5-bromobenzyloxy)but-2-ynyl amine). The yield is 61.8%.